Dataset: the Open Reaction Database (ORD), a public repository of structured organic reaction records. Task: describe an organic reaction: reactants, conditions, products, and yield Reactants: S1CCN2[C@H]1CC2=O (penam), C2, [N+](=O)([O-])C1=CC=C(COC(=O)[C@H]2C([S@@]([C@H]3N2C([C@H]3NC(COC3=CC=CC=C3)=O)=O)=O)(C)C)C=C1 ((1S,3S,5R,6R) 2,2-dimethyl-6-phenoxyacetamidopenam-3-carboxylic acid-1-oxide p-nitrobenzyl ester), C(C)(=O)N=C=O (acetyl isocyanate), carbamate carbonyl, C2, sulfoxide, C2, C5, C2, C3, C6, C2, 3-methyl-Δ3 cephem, S1CCCN2[C@H]1CC2=O (cepham). Solvent: O1CCOCC1 (dioxane). The product is [N+](=O)([O-])C1=CC=C(COC(=O)[C@H]2[C@](S[C@H]3N2C([C@H]3NC(COC3=CC=CC=C3)=O)=O)(C)COC(NC(C)=O)=O)C=C1 ((2R,3S,5R,6R) 2-(N-Acetyl)carbamoyloxymethyl-2-methyl-6-phenoxyacetamidopenam-3-carboxylic Acid p-Nitrobenzyl Ester). Yield: 40.2%. RXN SMILES: [N+:1]([C:4]1[CH:35]=[CH:34][C:7]([CH2:8][O:9][C:10]([C@@H:12]2[N:16]3[C:17](=[O:30])[C@@H:18]([NH:19][C:20](=[O:29])[CH2:21][O:22][C:23]4[CH:28]=[CH:27][CH:26]=[CH:25][CH:24]=4)[C@H:15]3[S@@:14](=O)[C:13]2([CH3:33])[CH3:32])=[O:11])=[CH:6][CH:5]=1)([O-:3])=[O:2].[C:36]([N:39]=[C:40]=[O:41])(=[O:38])[CH3:37].S1[C@@H]2CC(=[O:49])N2CC1.S1[C@@H]2CC(=O)N2CCC1>O1CCOCC1>[N+:1]([C:4]1[CH:35]=[CH:34][C:7]([CH2:8][O:9][C:10]([C@@H:12]2[N:16]3[C:17](=[O:30])[C@@H:18]([NH:19][C:20](=[O:29])[CH2:21][O:22][C:23]4[CH:28]=[CH:27][CH:26]=[CH:25][CH:24]=4)[C@H:15]3[S:14][C@:13]2([CH2:33][O:41][C:40](=[O:49])[NH:39][C:36](=[O:38])[CH3:37])[CH3:32])=[O:11])=[CH:6][CH:5]=1)([O-:3])=[O:2]. Procedure: A solution of (1S,3S,5R,6R) 2,2-dimethyl-6-phenoxyacetamidopenam-3-carboxylic acid-1-oxide p-nitrobenzyl ester (25.18 g, 50.0 mmol), acetyl isocyanate (8.50 ml, 9.53 g, 112 mmol), and dioxane (250 ml) was refluxed under nitrogen for 5 hours, cooled and concentrated in vacuo to a yellow foam. The foam was chromatographed on silica gel (1.7 Kg) with methylene chloride: acetone; 9:1; v:v to give four products; the 3-methyl-Δ3 -cephem; starting sulfoxide, the title penam, and the cepham (in order of... The reactants are Cl (hydrochloric acid), [F-].C(CCC)[N+](CCCC)(CCCC)CCCC (tetrabutylammonium fluoride), FC=1C=C2CCN(C2=CC1)C(=O)C1=NC=C(C(=C1)N1C(CC(CC1)N1C(NC2=C(CC1)C=C(C=C2)OC)=O)C#C)[Si](C)(C)C (3-[2′-(5-fluoro-2,3-dihydro-indole-1-carbonyl)-5′-trimethylsilanyl-ethynyl-3,4,5,6-tetrahydro-2H-[1,4′]bipyridinyl-4-yl]-7-methoxy-1,3,4,5-tetrahydro-benzo[d][1,3]-diazepin-2-one). Solvent: C1CCOC1 (THF), C1CCOC1 (THF). Reaction conditions: time 3 hour. Product: C(#C)C=1C(=CC(=NC1)C(=O)N1CCC2=CC(=CC=C12)F)N1CCC(CC1)N1C(NC2=C(CC1)C=C(C=C2)OC)=O (3-[5′-ethynyl-2′-(5-fluoro-2,3-dihydro-indole-1-carbonyl)-3,4,5,6-tetrahydro-2H-[1,4′]-bipyridinyl-4-yl]-7-methoxy-1,3,4,5-tetrahydro-benzo[d][1,3]diazepin-2-one). RXN SMILES: [F-].[CH2:2]([N+](CCCC)(CCCC)CCCC)[CH2:3]CC.[F:19][C:20]1[CH:21]=[C:22]2[C:26](=[CH:27][CH:28]=1)[N:25]([C:29]([C:31]1[CH:36]=[C:35]([N:37]3[CH2:42][CH2:41][CH:40]([N:43]4[CH2:49][CH2:48][C:47]5[CH:50]=[C:51]([O:54][CH3:55])[CH:52]=[CH:53][C:46]=5[NH:45][C:44]4=[O:56])[CH2:39][CH:38]3C#C)[C:34]([Si](C)(C)C)=[CH:33][N:32]=1)=[O:30])[CH2:24][CH2:23]2.Cl>C1COCC1>[C:2]([C:34]1[C:35]([N:37]2[CH2:38][CH2:39][CH:40]([N:43]3[CH2:49][CH2:48][C:47]4[CH:50]=[C:51]([O:54][CH3:55])[CH:52]=[CH:53][C:46]=4[NH:45][C:44]3=[O:56])[CH2:41][CH2:42]2)=[CH:36][C:31]([C:29]([N:25]2[C:26]3[C:22](=[CH:21][C:20]([F:19])=[CH:28][CH:27]=3)[CH2:23][CH2:24]2)=[O:30])=[N:32][CH:33]=1)#[CH:3] |f:0.1|. Procedure details: 86 μL (86 μmol) of a 1N tetrabutylammonium fluoride solution in THF were added to 35 mg (57 mol) 3-[2′-(5-fluoro-2,3-dihydro-indole-1-carbonyl)-5′-trimethylsilanyl-ethynyl-3,4,5,6-tetrahydro-2H-[1,4′]bipyridinyl-4-yl]-7-methoxy-1,3,4,5-tetrahydro-benzo[d][1,3]-diazepin-2-one in 1.5 mL THF and the mixture was stirred for 3 h at RT. Then the reaction mixture was combined with a 0.1 molar aqueous hydrochloric acid solution and the precipitate formed was suction filtered.